Dataset: the Open Reaction Database (ORD), a public repository of structured organic reaction records. Task: describe an organic reaction: reactants, conditions, products, and yield Starting materials: CC1=C(C=CC(=C1)F)N1CCC=2C(NC=3C(=CC=CC3C21)OC(F)(F)F)Cl (1-(2-Methyl-4-fluorophenyl)-4-chloro-6-trifluoromethoxy-2,3,4,5-tetrahydropyrrolo[3,2-c]quinoline), CN (methylamine). Reaction conditions: temperature 180 celsius. Product: CC1=C(C=CC(=C1)F)N1C=CC=2C(=NC=3C(=CC=CC3C21)OC(F)(F)F)NC (1-(2-methyl-4-fluorophenyl)-4-methylamino-6-trifluoromethoxypyrrolo[3,2-c]quinoline). As a reaction SMILES: [CH3:1][C:2]1[CH:7]=[C:6]([F:8])[CH:5]=[CH:4][C:3]=1[N:9]1[C:21]2[C:20]3[CH:19]=[CH:18][CH:17]=[C:16]([O:22][C:23]([F:26])([F:25])[F:24])[C:15]=3[NH:14][CH:13](Cl)[C:12]=2[CH2:11][CH2:10]1.[CH3:28][NH2:29]>>[CH3:1][C:2]1[CH:7]=[C:6]([F:8])[CH:5]=[CH:4][C:3]=1[N:9]1[C:21]2[C:20]3[CH:19]=[CH:18][CH:17]=[C:16]([O:22][C:23]([F:26])([F:25])[F:24])[C:15]=3[N:14]=[C:13]([NH:29][CH3:28])[C:12]=2[CH:11]=[CH:10]1. Procedure details: 1-(2-Methyl-4-fluorophenyl)-4-chloro-6-trifluoromethoxy-2,3,4,5-tetrahydropyrrolo[3,2-c]quinoline(394 mg, 1.0 mmol) was dissolved in aqueous solution of methylamine (40%, 10 ml) in the pressure tube. The reaction mixture was refluxed at 180° C. for 3 hours. After removing the reaction solvent of the above mixture, the residue was diluted in dichloromethane(20 ml), and washed with water(15 ml) for 3 times. The organic layer was dried over anhydrous magnesium sulfate, filtered, and concentrated un... Product: COC(=O)C(CC(F)(F)Cc1ccccc1)N=C=O. The reactants are Cc1ccccc1, O=C(Cl)Cl, ClCCl, COC(=O)C(N)CC(F)(F)Cc1ccccc1, c1ccncc1. As a reaction SMILES: [CH3:28][c:29]1[cH:30][cH:31][cH:32][cH:33][cH:34]1.[Cl:24][C:25]([Cl:26])=[O:27].[Cl:35][CH2:36][Cl:37].[NH2:1][CH:2]([C:3](=[O:4])[O:5][CH3:6])[CH2:7][C:8]([CH2:9][c:10]1[cH:11][cH:12][cH:13][cH:14][cH:15]1)([F:16])[F:17].[cH:18]1[cH:19][cH:20][n:21][cH:22][cH:23]1>>[N:1]([CH:2]([C:3](=[O:4])[O:5][CH3:6])[CH2:7][C:8]([CH2:9][c:10]1[cH:11][cH:12][cH:13][cH:14][cH:15]1)([F:16])[F:17])=[C:25]=[O:27]. Reactants: O (Water), ClC=1C=CC(=C2N3C(=NC21)N(CC3)C3=C(C=C(C=C3C)Cl)Cl)C(=O)OC (methyl 8-chloro-1-(2,4-dichloro-6-methylphenyl)-2,3-dihydro-1H-imidazo[1,2-a]benzimidazole-5-carboxylate), C1(CC1)[Mg]Br (cyclopropyl magnesium bromide), O1CCCC1 (tetrahydrofuran), O1CCCC1 (tetrahydrofuran). Reaction conditions: temperature 60 celsius, time 1.5 hour. The product is ClC1=CC=C(C=2N3C(=NC21)N(CC3)C3=C(C=C(C=C3C)Cl)Cl)C(O)(C3CC3)C3CC3 ([8-Chloro-1-(2,4-dichloro-6-methylphenyl)-2,3-dihydro-1H-imidazo[1,2-a]benzimidazol-5-yl](dicyclopropyl)methanol). The yield is 30.0%. RXN SMILES: [Cl:1][C:2]1[CH:3]=[CH:4][C:5]([C:23]([O:25]C)=O)=[C:6]2[C:10]=1[N:9]=[C:8]1[N:11]([C:14]3[C:19]([CH3:20])=[CH:18][C:17]([Cl:21])=[CH:16][C:15]=3[Cl:22])[CH2:12][CH2:13][N:7]21.[CH:27]1([Mg]Br)[CH2:29][CH2:28]1.O.O1[CH2:37][CH2:36][CH2:35]C1>>[Cl:1][C:2]1[C:10]2[N:9]=[C:8]3[N:11]([C:14]4[C:19]([CH3:20])=[CH:18][C:17]([Cl:21])=[CH:16][C:15]=4[Cl:22])[CH2:12][CH2:13][N:7]3[C:6]=2[C:5]([C:23]([CH:35]2[CH2:36][CH2:37]2)([CH:27]2[CH2:29][CH2:28]2)[OH:25])=[CH:4][CH:3]=1. Reported procedure: To a solution of methyl 8-chloro-1-(2,4-dichloro-6-methylphenyl)-2,3-dihydro-1H-imidazo[1,2-a]benzimidazole-5-carboxylate (90 mg, 0.219 mmol) in tetrahydrofuran (2.2 mL) was added a solution of cyclopropyl magnesium bromide in tetrahydrofuran (1.0 M, 1.3 mL, 1.3 mmol) at room temperature. The mixture was stirred at 60° C. for 1.5 hr. Water was added to the reaction mixture at room temperature and the mixture was extracted with ethyl acetate. Organic layer was washed with brine, dried over magnes... The reactants are BrC=1C=C(C(=O)O)C=CC1OC (3-bromo-4-methoxy-benzoic acid), [H-].[Al+3].[Li+].[H-].[H-].[H-] (lithium aluminum hydride). Solvent: C(C)OCC (diethyl ether). Reaction conditions: temperature 0 celsius, time 15 minute. Yields the product BrC=1C=C(C=CC1OC)CO ((3-bromo-4-methoxy-phenyl)-methanol). Yield: 83.3%. Reaction SMILES: [Br:1][C:2]1[CH:3]=[C:4]([CH:8]=[CH:9][C:10]=1[O:11][CH3:12])[C:5](O)=[O:6].[H-].[Al+3].[Li+].[H-].[H-].[H-]>C(OCC)C>[Br:1][C:2]1[CH:3]=[C:4]([CH2:5][OH:6])[CH:8]=[CH:9][C:10]=1[O:11][CH3:12] |f:1.2.3.4.5.6|. Reported procedure: To a solution of 3-bromo-4-methoxy-benzoic acid (8 g, 34.62 mmol) in diethyl ether (120 mL) cooled to 0° C. was added lithium aluminum hydride (1.49 g, 38.08 mmol) in several portions. At the end of addition, the reaction mixture was stirred at 0° C. for 15 min before the icebath was removed. The reaction was continued at room temperature for 12 h. It was cooled back to 0° C. and water (2-5 mL) was carefully added to quench the excess lithium aluminum hydride. Sodium hydroxide (5% solution, 5-10... Starting materials: C(CO)(=O)O (glycolic acid), NOC(=O)NC(=N)N (aminoguanidino-carboxylic acid), [N+](=O)(O)[O-] (nitric acid). Yields the product C(CO)(=O)O.NC1=NNC(=N1)CO (3-amino-5-hydroxymethyl-s-triazole glycolate). As a reaction SMILES: [C:1]([OH:5])(=[O:4])[CH2:2][OH:3].NO[C:8]([NH:10][C:11]([NH2:13])=[NH:12])=O.[N+:14]([O-])(O)=O>>[C:1]([OH:5])(=[O:4])[CH2:2][OH:3].[NH2:13][C:11]1[N:10]=[C:8]([CH2:1][OH:5])[NH:14][N:12]=1 |f:3.4|. Procedure: While stirring 1738 g (16 moles) of a 70% glycolic acid, 1088 g (8 moles) of aminoguanidino-carboxylic acid was added thereto with little by little. To the mixture was added 8 ml of conc. nitric acid and the mixture was stirred under reflux for 24 hours. The reaction mixture was ice-cooled, and then precipitates were collected by filtration, washed with water and then dried. The reactants are [Al+3], CCC(=O)O, COc1ccccc1, [Cl-], [Cl-], [Cl-], [Cl-], ClCCCl, Cl, O. The product is CCC(=O)c1ccc(OC)cc1. Reaction SMILES: [Al+3:2].[C:6]([CH2:7][CH3:8])(=[O:9])[OH:10].[CH3:11][O:12][c:13]1[cH:14][cH:15][cH:16][cH:17][cH:18]1.[Cl-:1].[Cl-:3].[Cl-:4].[Cl-:5].[Cl:21][CH2:22][CH2:23][Cl:24].[ClH:19].[OH2:20]>>[C:6]([CH2:7][CH3:8])(=[O:10])[c:16]1[cH:15][cH:14][c:13]([O:12][CH3:11])[cH:18][cH:17]1.